Task: describe an organic reaction: reactants, conditions, products, and yield. Dataset: the Open Reaction Database (ORD), a public repository of structured organic reaction records Starting materials: C(CCCCCCCCCC)=O (1-undecanal), Cl (hydrochloric acid), Cl.FC1=C(C=CC(=C1)F)NC(=N)NC(=N)N (N1- (2,4-difluorophenyl)-biguanide hydrochloride). Procedure: 100 ml of ethanol, 5.1 g (29.9 mmol) of 1-undecanal and 0.8 ml of concentrated hydrochloric acid were added to 5.0 g (20.0 mmol) of N1- (2,4-difluorophenyl)-biguanide hydrochloride, and the mixture was refluxed for 8 hours. The solvent was distilled off under reduced pressure, and the residue was purified by silica gel column chromatography (elution with a mixture of chloroform and methanol mixed solution (9:1.5)), and recrystallized from 80% aqueous ethanol to obtain 1.7 g of colorless crystals... The solvent is C(C)O (ethanol). Product: Cl.NC=1N(C(N=C(N1)N)CCCCCCCCCC)C1=C(C=C(C=C1)F)F (2,4-Diamino-1,6-dihydro-6-decyl-1-(2′,4′-difluorophenyl)-1,3,5-triazine hydrochloride). As a reaction SMILES: [CH:1](=O)[CH2:2][CH2:3][CH2:4][CH2:5][CH2:6][CH2:7][CH2:8][CH2:9][CH2:10][CH3:11].[ClH:13].Cl.[F:15][C:16]1[CH:21]=[C:20]([F:22])[CH:19]=[CH:18][C:17]=1[NH:23][C:24]([NH:26][C:27]([NH2:29])=[NH:28])=[NH:25]>C(O)C>[ClH:13].[NH2:25][C:24]1[N:23]([C:17]2[CH:18]=[CH:19][C:20]([F:22])=[CH:21][C:16]=2[F:15])[CH:1]([CH2:2][CH2:3][CH2:4][CH2:5][CH2:6][CH2:7][CH2:8][CH2:9][CH2:10][CH3:11])[N:28]=[C:27]([NH2:29])[N:26]=1 |f:2.3,5.6|. The reactants are ClC=1C=CC(=C(CN2C3=C(NCC2)N=CC(=C3)C=3C=C(C(=O)O)C=CC3)C1)C(F)(F)F (3-{1-[5-chloro-2-(trifluoromethyl)benzyl]-1,2,3,4-tetrahydropyrido[2,3-b]pyrazin-7-yl}benzoic acid), O(C1=CC=CC=C1)CCN (2-phenoxyethylamine). Yields the product ClC=1C=CC(=C(CN2C3=C(NCC2)N=CC(=C3)C=3C=C(C(=O)NCCOC2=CC=CC=C2)C=CC3)C1)C(F)(F)F (3-{1-[5-Chloro-2-(trifluoromethyl)benzyl]-1,2,3,4-tetrahydropyrido[2,3-b]pyrazin-7-yl}-N-(2-phenoxyethyl)benzamide). As a reaction SMILES: [Cl:1][C:2]1[CH:3]=[CH:4][C:5]([C:28]([F:31])([F:30])[F:29])=[C:6]([CH:27]=1)[CH2:7][N:8]1[CH2:13][CH2:12][NH:11][C:10]2[N:14]=[CH:15][C:16]([C:18]3[CH:19]=[C:20]([CH:24]=[CH:25][CH:26]=3)[C:21](O)=[O:22])=[CH:17][C:9]1=2.[O:32]([CH2:39][CH2:40][NH2:41])[C:33]1[CH:38]=[CH:37][CH:36]=[CH:35][CH:34]=1>>[Cl:1][C:2]1[CH:3]=[CH:4][C:5]([C:28]([F:29])([F:31])[F:30])=[C:6]([CH:27]=1)[CH2:7][N:8]1[CH2:13][CH2:12][NH:11][C:10]2[N:14]=[CH:15][C:16]([C:18]3[CH:19]=[C:20]([CH:24]=[CH:25][CH:26]=3)[C:21]([NH:41][CH2:40][CH2:39][O:32][C:33]3[CH:38]=[CH:37][CH:36]=[CH:35][CH:34]=3)=[O:22])=[CH:17][C:9]1=2. Procedure details: 3-{1-[5-chloro-2-(trifluoromethyl)benzyl]-1,2,3,4-tetrahydropyrido[2,3-b]pyrazin-7-yl}benzoic acid was reacted with 2-phenoxyethylamine as in General Procedure 10 to give the title compound. LCMS: m/z=566.93 (M+H+); retention time=0.94 minutes. Starting materials: CCOCC (ether), C1(=CC=CC=C1)C(C(=O)Cl)CC (2-phenylbutyryl chloride), CC(C(=O)O)(CSC1=CC=C(C=C1)O)C (2,2-dimethyl-3-(4'-hydroxyphenylthio)-propionic acid), N1=CC=CC=C1 (pyridine). The solvent is C1CCOC1 (THF), C1CCOC1 (THF). Run at time 6 day. Yields the product C1(=CC=CC=C1)C(C(=O)OC1=CC=C(C=C1)SCC(C)(C)C(=O)O)CC (4-(2'-Carboxy-2'-methylpropylmercapto)phenyl 2-Phenylbutyrate). Isolated yield 87.7%. As a reaction SMILES: [C:1]1([CH:7]([CH2:11][CH3:12])[C:8](Cl)=[O:9])[CH:6]=[CH:5][CH:4]=[CH:3][CH:2]=1.[CH3:13][C:14]([CH3:27])([CH2:18][S:19][C:20]1[CH:25]=[CH:24][C:23]([OH:26])=[CH:22][CH:21]=1)[C:15]([OH:17])=[O:16].N1C=CC=CC=1.CCOCC>C1COCC1>[C:1]1([CH:7]([CH2:11][CH3:12])[C:8]([O:26][C:23]2[CH:24]=[CH:25][C:20]([S:19][CH2:18][C:14]([C:15]([OH:17])=[O:16])([CH3:27])[CH3:13])=[CH:21][CH:22]=2)=[O:9])[CH:6]=[CH:5][CH:4]=[CH:3][CH:2]=1. Procedure: A solution of 2-phenylbutyryl chloride (1.19 g, 6.5 mmol) in 5 mL of THF was added to a stirred solution of 2,2-dimethyl-3-(4'-hydroxyphenylthio)-propionic acid (1.36 g, 6.0 mmol) and pyridine (1.03 g, 13.0 mmol) in 10 mL of THF under N2. After 6 days, 30 mL of ether was added and the reaction mixture filtered into a separatory funnel. The organic layer was washed with 0.5N HCl (2×15 mL), saturated NaCl (15 mL), 1:9 saturated NaHCO3 /H2O (2×15 mL), saturated NaCl (15 mL) and dried over anhydrous... The reactants are Cl, [NH2-], N, [Na], O=C1CCc2ccccc21, Cc1ccc(C(=O)Oc2ccccc2)cc1. Yields the product Cc1ccc(C(=O)C2Cc3ccccc3C2=O)cc1. As a reaction SMILES: [ClH:30].[NH2-:2].[NH3:13].[Na:1].[O:3]=[C:4]1[CH2:5][CH2:6][c:7]2[cH:8][cH:9][cH:10][cH:11][c:12]21.[c:14]1([CH3:29])[cH:15][cH:16][c:17]([C:20](=[O:21])[O:22][c:23]2[cH:24][cH:25][cH:26][cH:27][cH:28]2)[cH:18][cH:19]1>>[O:3]=[C:4]1[CH:5]([C:20]([c:17]2[cH:16][cH:15][c:14]([CH3:29])[cH:19][cH:18]2)=[O:21])[CH2:6][c:7]2[cH:8][cH:9][cH:10][cH:11][c:12]21. Starting materials: [N+](=O)([O-])C1=CC=C(C=C1)N1C=CC(C=C1)=O (1-(4-Nitro-phenyl)-1H-pyridin-4-one), SnCl2 dihydrate. The solvent is C(C)(=O)OCC (ethyl acetate), C(C)O (ethanol). Product: NC1=CC=C(C=C1)N1C=CC(C=C1)=O (1-(4-Amino-phenyl)-1H-pyridin-4-one). Reaction SMILES: [N+:1]([C:4]1[CH:9]=[CH:8][C:7]([N:10]2[CH:15]=[CH:14][C:13](=[O:16])[CH:12]=[CH:11]2)=[CH:6][CH:5]=1)([O-])=O>C(OCC)(=O)C.C(O)C>[NH2:1][C:4]1[CH:9]=[CH:8][C:7]([N:10]2[CH:11]=[CH:12][C:13](=[O:16])[CH:14]=[CH:15]2)=[CH:6][CH:5]=1. Reported procedure: To a solution of 10 g 1-(4-Nitro-phenyl)-1H-pyridin-4-one in 510 mL ethyl acetate and 26 mL ethanol, 52.1 g SnCl2 dihydrate were added and the reaction mixture was heated to reflux for 6 h. Then, after cooling to RT the solvents were removed under reduced pressure. The residue was taken-up in 100 mL aqueous NaHCO3 solution and 200 mL ethyl acetate were added. The inorganic precipitate was filtered off and the solids were washed with ethyl acetate. After separation of the organic layer, the aqueo... Starting materials: CCO, N=C(N)C(F)(F)F, CC(C)(C)OC(=O)N1CC(N)C(N)C1. The product is CC(C)(C)OC(=O)N1CC2N=C(C(F)(F)F)NC2C1. As a reaction SMILES: [CH3:22][CH2:23][OH:24].[F:15][C:16]([C:17](=[NH:18])[NH2:19])([F:20])[F:21].[NH2:1][CH:2]1[CH2:3][N:4]([C:8](=[O:9])[O:10][C:11]([CH3:12])([CH3:13])[CH3:14])[CH2:5][CH:6]1[NH2:7]>>[NH:1]1[CH:2]2[CH2:3][N:4]([C:8](=[O:9])[O:10][C:11]([CH3:12])([CH3:13])[CH3:14])[CH2:5][CH:6]2[N:7]=[C:17]1[C:16]([F:15])([F:20])[F:21]. Reactants: C=C(C)CBr, CC(=O)Nc1ccc(C(C)=O)cc1Br, [H-], [Na+], CN(C)C=O. Product: C=C(C)CN(C(C)=O)c1ccc(C(C)=O)cc1Br. Reaction SMILES: [Br:17][CH2:18][C:19](=[CH2:20])[CH3:21].[C:1]([CH3:2])(=[O:3])[c:4]1[cH:5][c:6]([Br:14])[c:7]([NH:10][C:11]([CH3:12])=[O:13])[cH:8][cH:9]1.[H-:15].[Na+:16].[O:22]=[CH:23][N:24]([CH3:25])[CH3:26]>>[C:1]([CH3:2])(=[O:3])[c:4]1[cH:5][c:6]([Br:14])[c:7]([N:10]([C:11]([CH3:12])=[O:13])[CH2:20][C:19](=[CH2:18])[CH3:21])[cH:8][cH:9]1. The reactants are BrC=1C=CC2=C(C(C(O2)(F)F)(F)F)C1 (5-bromo-2,2,3,3-tetrafluorobenzofuran), [Mg] (magnesium), CON(C(C(F)(F)F)=O)C (N-methoxy-N-methyltrifluoroacetamide). Run in C(C)OCC (diethyl ether). Product: FC1(OC2=C(C1(F)F)C=C(C=C2)C(C(F)(F)F)=O)F (1-(2,2,3,3-tetrafluorobenzofuran-5-yl)-2,2,2-trifluoroethanone). Isolated yield 92.0%. As a reaction SMILES: Br[C:2]1[CH:3]=[CH:4][C:5]2[O:9][C:8]([F:11])([F:10])[C:7]([F:13])([F:12])[C:6]=2[CH:14]=1.[Mg].CON(C)[C:19](=[O:24])[C:20]([F:23])([F:22])[F:21]>C(OCC)C>[F:10][C:8]1([F:11])[C:7]([F:13])([F:12])[C:6]2[CH:14]=[C:2]([C:19](=[O:24])[C:20]([F:23])([F:22])[F:21])[CH:3]=[CH:4][C:5]=2[O:9]1. Procedure details: The reaction of 5-bromo-2,2,3,3-tetrafluorobenzofuran (5.3 g, 0.02 mole) with magnesium turnings (0.48 g) in dry diethyl ether was followed by reaction with N-methoxy-N-methyltrifluoroacetamide (3.5 g, 0.022 mole), yielding 5.3 g of 1-(2,2,3,3-tetrafluorobenzofuran-5-yl)-2,2,2-trifluoroethanone.